Dataset: the Open Reaction Database (ORD), a public repository of structured organic reaction records. Task: describe an organic reaction: reactants, conditions, products, and yield The reactants are [OH-].[Na+] (sodium hydroxide), C1(CCCCC1)N=C=NC1CCCCC1 (dicyclohexylcarbodiimide), ON1N=NC2=C1C=CC=C2 (1-Hydroxybenzotriazole), N1C=C(C2=CC=CC=C12)CCCCCN (5-(1H-indol-3-yl)pentylamine), CN1CCOCC1 (N-methylmorpholine), Cl.CN(C1(CCC(CC1)=CC(=O)O)C1=CC=CC=C1)C ((4-dimethylamino-4-phenylcyclohexylidene)acetic acid hydrochloride). The solvent is O (water), CN(C=O)C (dimethylformamide). Reaction conditions: temperature 0 celsius, time 4 day. Product: CN(C1(CCC(CC1)=CC(=O)NCCCCCC1=CNC2=CC=CC=C12)C1=CC=CC=C1)C (2-(4-Dimethylamino-4-phenylcyclohexylidene)-N-[5-(1H-indol-3-yl)pentyl]acetamide). Yield: 25.0%. As a reaction SMILES: ON1C2C=CC=CC=2N=N1.[NH:11]1[C:19]2[C:14](=[CH:15][CH:16]=[CH:17][CH:18]=2)[C:13]([CH2:20][CH2:21][CH2:22][CH2:23][CH2:24][NH2:25])=[CH:12]1.CN1CCOCC1.Cl.[CH3:34][N:35]([CH3:52])[C:36]1([C:46]2[CH:51]=[CH:50][CH:49]=[CH:48][CH:47]=2)[CH2:41][CH2:40][C:39](=[CH:42][C:43](O)=[O:44])[CH2:38][CH2:37]1.C1(N=C=NC2CCCCC2)CCCCC1.[OH-].[Na+]>CN(C)C=O.O>[CH3:52][N:35]([CH3:34])[C:36]1([C:46]2[CH:47]=[CH:48][CH:49]=[CH:50][CH:51]=2)[CH2:41][CH2:40][C:39](=[CH:42][C:43]([NH:25][CH2:24][CH2:23][CH2:22][CH2:21][CH2:20][C:13]2[C:14]3[C:19](=[CH:18][CH:17]=[CH:16][CH:15]=3)[NH:11][CH:12]=2)=[O:44])[CH2:38][CH2:37]1 |f:3.4,6.7|. Procedure: 1-Hydroxybenzotriazole (819 mg, 6.0 mmol), 5-(1H-indol-3-yl)pentylamine (606 mg, 3.0 mmol) and N-methylmorpholine (0.666 ml, 6.0 mmol) were added to a solution of (4-dimethylamino-4-phenylcyclohexylidene)acetic acid hydrochloride (887 mg, 3.0 mmol) in dry dimethylformamide (10 ml) under argon. The solution was cooled to 0° C. and dicyclohexylcarbodiimide (1.25 g, 6.0 mmol) was added. The reaction mixture was stirred at RT for 4 d. Working up of the mixture was carried out by separating off the u... Reactants: olefin, R,R-1,2-bis(2,5-dimethylphospholano)benzene, C(C)(=O)OC(C)\C=C/C1=CC=CC=C1 (Z-4-phenyl-3-buten-2-yl acetate), C(C)(=O)OC(=C)C#CC1=CC=CC=C1 (4-phenylbut-1-en-3-yn-2-yl acetate), [H][H] (hydrogen). The reagents and catalysts are F[B-](F)(F)F.C1(=CC=CCCCC1)[Rh+]C1=CC=CCCCC1 (bis(cyclooctadienyl)rhodium tetrafluoroborate). The solvent is C1CCOC1 (THF). Yields the product C(C)(=O)OC(C)CCC1=CC=CC=C1 (4-phenyl-2-butyl acetate). Reaction SMILES: [C:1]([O:4][C:5]([C:7]#[C:8][C:9]1[CH:14]=[CH:13][CH:12]=[CH:11][CH:10]=1)=[CH2:6])(=[O:3])[CH3:2].[H][H].C(OC(/C=C\C1C=CC=CC=1)C)(=O)C>C1COCC1.F[B-](F)(F)F.C1([Rh+]C2CCCCC=CC=2)CCCCC=CC=1>[C:1]([O:4][CH:5]([CH2:7][CH2:8][C:9]1[CH:10]=[CH:11][CH:12]=[CH:13][CH:14]=1)[CH3:6])(=[O:3])[CH3:2] |f:4.5|. Procedure: This reaction was performed as in Example 1 with bis(cyclooctadienyl)rhodium tetrafluoroborate (10 mg; 0.025 mmol; 0.02 equiv), R,R-1,2-bis(2,5-dimethylphospholano)benzene (6, R"=CH3 ; 9 mg; 0.03 mmol; 0.024 equiv) and 4-phenylbut-1-en-3-yn-2-yl acetate (3b; 233 mg; 1.25 mmol) in 10 mL of degassed THF until hydrogen uptake ceased to afford 0.25 g of crude product. 1H NMR analysis indicated Z-4-phenyl-3-buten-2-yl acetate (5b) as the sole product, and reduction of the olefin to afford 4-phenyl-2-...